Dataset: the Open Reaction Database (ORD), a public repository of structured organic reaction records. Task: describe an organic reaction: reactants, conditions, products, and yield The reactants are ClC=1C=CC(=C(C(=O)NC=2SC(=CN2)C)C1)OC (5-chloro-2-methoxy-N-(5-methylthiazol-2-yl)benzamide), [H-].[Na+] (sodium hydride), ClCC=1OC=CC1 (2-(chloromethyl)furan). Solvent: CN(C)C=O (DMF). Conditions: time 30 minute. The product is ClC=1C=CC(=C(C(=O)\N=C\2/SC(=CN2CC=2OC=CC2)C)C1)OC (5-chloro-N-[(2Z)-3-(2-furylmethyl)-5-methyl-1,3-thiazol-2(3H)-ylidene]-2-methoxybenzamide). Isolated yield 39.0%. Reaction SMILES: [Cl:1][C:2]1[CH:3]=[CH:4][C:5]([O:17][CH3:18])=[C:6]([CH:16]=1)[C:7]([NH:9][C:10]1[S:11][C:12]([CH3:15])=[CH:13][N:14]=1)=[O:8].[H-].[Na+].Cl[CH2:22][C:23]1[O:24][CH:25]=[CH:26][CH:27]=1>CN(C=O)C>[Cl:1][C:2]1[CH:3]=[CH:4][C:5]([O:17][CH3:18])=[C:6]([CH:16]=1)[C:7](/[N:9]=[C:10]1\[S:11][C:12]([CH3:15])=[CH:13][N:14]\1[CH2:22][C:23]1[O:24][CH:25]=[CH:26][CH:27]=1)=[O:8] |f:1.2|. Reported procedure: To a solution of Example 340A (0.15 g, 0.53 mmol) in 5 mL DMF was added sodium hydride (0.016 g, 0.67 mmol, 95%). After the solution was allowed to stir at ambient temperature for 30 min, 2-(chloromethyl)furan (0.08 g, 0.67 mmol) was added. The reaction was held at ambient temperature overnight and then quenched with water. The crude was extracted with ethyl acetate and the organics washed with water, then dried over MgSO4, filtered, and concentrated. Flash chromatography over silica gel (50% et... Isolated yield 58.0%. The solvent is ClCCl (dichloromethane). Reaction SMILES: COC1C=CC(C([NH:24][C:25]2[CH2:26][O:27][CH2:28][C@:29]([C:32]3[CH:37]=[C:36]([NH:38][CH2:39][CH2:40][CH2:41][CH3:42])[CH:35]=[CH:34][C:33]=3[F:43])([CH3:31])[N:30]=2)(C2C=CC(OC)=CC=2)C2C=CC=CC=2)=CC=1.FC(F)(F)C(O)=O>ClCCl>[CH2:39]([NH:38][C:36]1[CH:35]=[CH:34][C:33]([F:43])=[C:32]([C@:29]2([CH3:31])[CH2:28][O:27][CH2:26][C:25]([NH2:24])=[N:30]2)[CH:37]=1)[CH2:40][CH2:41][CH3:42]. Yields the product C(CCC)NC=1C=CC(=C(C1)[C@]1(N=C(COC1)N)C)F ((R)-5-(5-Butylamino-2-fluoro-phenyl)-5-methyl-5,6-dihydro-2H-[1,4]oxazin-3-ylamine), oil. Reactants: COC1=CC=C(C=C1)C(C1=CC=CC=C1)(C1=CC=C(C=C1)OC)NC=1COC[C@@](N1)(C)C1=C(C=CC(=C1)NCCCC)F ([bis-(4-methoxy-phenyl)-phenyl-methyl]-[(R)-5-(5-butylamino-2-fluoro-phenyl)-5-methyl-5,6-dihydro-2H-[1,4]oxazin-3-yl]-amine), FC(C(=O)O)(F)F (trifluoroacetic acid). Reported procedure: A solution of [bis-(4-methoxy-phenyl)-phenyl-methyl]-[(R)-5-(5-butylamino-2-fluoro-phenyl)-5-methyl-5,6-dihydro-2H-[1,4]oxazin-3-yl]-amine (26 mg, 44.7 mol) in dichloromethane 2.5 ml) was treated at room temperature with trifluoroacetic acid (17.1 1, 223 mol) for 20 hours. The reaction mixture was evaporated at reduced pressure and the crude product purified by flash chromatography on silica gel using a gradient of dichloromethane/methanol=100/0 to 90/10 as the eluent. The title compound was obt... Starting materials: CN1CCN(CC1)C=1C=C(C=CC1)S(=O)(=O)C=1C=C(SC1SC)C#N (4-[3-(4-methyl-piperazin-1-yl)-benzenesulfonyl]-5-methylsulfanyl-thiophene-2-carbonitrile), resultant solution, C[O-].[Na+] (NaOMe). The reagents and catalysts are O (H2O). Run in CO (MeOH), CO (MeOH). Conditions: temperature 50 celsius. The product is COC(=N)C=1SC(=C(C1)S(=O)(=O)C1=CC(=CC=C1)N1CCN(CC1)C)SC (4-[3-(4-methyl-piperazin-1-yl)-benzenesulfonyl]-5-methylsulfanyl-thiophene-2-carboximidic acid methyl ester). Isolated yield 74.0%. As a reaction SMILES: [CH3:1][N:2]1[CH2:7][CH2:6][N:5]([C:8]2[CH:9]=[C:10]([S:14]([C:17]3[CH:18]=[C:19]([C:24]#[N:25])[S:20][C:21]=3[S:22][CH3:23])(=[O:16])=[O:15])[CH:11]=[CH:12][CH:13]=2)[CH2:4][CH2:3]1.[CH3:26][O-:27].[Na+]>O.CO>[CH3:26][O:27][C:24]([C:19]1[S:20][C:21]([S:22][CH3:23])=[C:17]([S:14]([C:10]2[CH:11]=[CH:12][CH:13]=[C:8]([N:5]3[CH2:4][CH2:3][N:2]([CH3:1])[CH2:7][CH2:6]3)[CH:9]=2)(=[O:16])=[O:15])[CH:18]=1)=[NH:25] |f:1.2|. Reported procedure: To a flask containing 15 mg (0.03 mmol) of 4-[3-(4-methyl-piperazin-1-yl)-benzenesulfonyl]-5-methylsulfanyl-thiophene-2-carbonitrile (Example 292: step a) was added 1 mL of MeOH and the resultant solution was treated with 1 mL 2M NaOMe in MeOH (2 mmol) at room temperature. The reaction was heated to 50° C. for 2 h. At this time it was cooled to room temperature and 2 drops of H2O was added. Concentration of the mixture in vacuo 5 followed by purification by preparative TLC (5% MeOH-CHCl3) yielde... The reactants are COC(=O)C1(CC12CCCCC2)CNC(=O)OC(C)(C)C (1-(tert-butoxycarbonylamino-methyl)-spiro[2.5]octane-1-carboxylic acid methyl ester), C=1C=CC2=C(C1)N=NN2O (HOBT), CN1CCOCC1 (4-methylmorpholine), C(CCl)Cl (EDC), [OH-].[NH4+] (ammonium hydroxide). Solvent: C1CCOC1 (THF). Conditions: time 2 hour. Yields the product C(C)(C)(C)OC(NCC1(CC12CCCCC2)C(N)=O)=O ((1-carbamoyl-spiro[2.5]oct-1-ylmethyl)-carbamic acid tert-butyl ester). Yield: 90.8%. RXN SMILES: C[O:2][C:3]([C:5]1([CH2:13][NH:14][C:15]([O:17][C:18]([CH3:21])([CH3:20])[CH3:19])=[O:16])[C:7]2([CH2:12][CH2:11][CH2:10][CH2:9][CH2:8]2)[CH2:6]1)=O.C1C=CC2N(O)N=[N:28]C=2C=1.CN1CCOCC1.C(Cl)CCl.[OH-].[NH4+]>C1COCC1>[C:18]([O:17][C:15](=[O:16])[NH:14][CH2:13][C:5]1([C:3](=[O:2])[NH2:28])[C:7]2([CH2:12][CH2:11][CH2:10][CH2:9][CH2:8]2)[CH2:6]1)([CH3:21])([CH3:20])[CH3:19] |f:4.5|. Reported procedure: To a solution of 1-(tert-butoxycarbonylamino-methyl)-spiro[2.5]octane-1-carboxylic acid methyl ester (17.9 g, 63.2 mmol) in THF (700 mL) was added HOBT (9.00 g, 66.4 mmol), 4-methylmorpholine (7.3 mL, 66.4 mmol) followed by EDC (13.9 g, 72.7 mmol). The solution was stirred for 2 hours and then concentrated ammonium hydroxide (8.5 mL, 126 mmol) was added. The mixture was stirred for 18 hours and then the solvent was removed under reduced pressure. The residue was partitioned between ethyl acetate... The reactants are COC(=O)c1ccc2c(c1)CC(NCC(O)COc1ccccc1)CCC2, CO, Cl, [Na+], [OH-]. The product is [Na+], O=C([O-])c1ccc2c(c1)CC(NCC(O)COc1ccccc1)CCC2. RXN SMILES: [CH3:2][O:3][C:4](=[O:5])[c:6]1[cH:7][cH:8][c:9]2[c:10]([cH:28]1)[CH2:11][CH:12]([NH:16][CH2:17][CH:18]([CH2:19][O:20][c:21]1[cH:22][cH:23][cH:24][cH:25][cH:26]1)[OH:27])[CH2:13][CH2:14][CH2:15]2.[CH3:31][OH:32].[ClH:1].[Na+:30].[OH-:29]>>[Na+:30].[O:3]=[C:4]([O-:5])[c:6]1[cH:7][cH:8][c:9]2[c:10]([cH:28]1)[CH2:11][CH:12]([NH:16][CH2:17][CH:18]([CH2:19][O:20][c:21]1[cH:22][cH:23][cH:24][cH:25][cH:26]1)[OH:27])[CH2:13][CH2:14][CH2:15]2. The reactants are ClC=1C=C(C=CC1Cl)S(=O)(=O)Cl (3,4-dichlorobenzene sulfonic acid chloride), C(CCC)N1CC2CNCC(C1)C2(C)C (7-(n-butyl)-9,9-dimethyl-3,7-diazabicyclo[3,3,1]nonane), C1. Run in ClCCl (dichloromethane), ClCCl (dichloromethane). Reaction conditions: time 3 hour. Product: Cl.C(CCC)N1CC2CN(CC(C1)C2(C)C)S(=O)(=O)C2=CC(=C(C=C2)Cl)Cl (7-(n-butyl)-3-[(3,4-dichlorophenyl)sulfonyl]-9,9-dimethyl-3,7-diazabicyclo[3,3,1]nonane hydrochloride). The yield is 127.0%. RXN SMILES: [Cl:1][C:2]1[CH:3]=[C:4]([S:9](Cl)(=[O:11])=[O:10])[CH:5]=[CH:6][C:7]=1[Cl:8].[CH2:13]([N:17]1[CH2:24][CH:23]2[C:25]([CH3:27])([CH3:26])[CH:19]([CH2:20][NH:21][CH2:22]2)[CH2:18]1)[CH2:14][CH2:15][CH3:16]>ClCCl>[ClH:1].[CH2:13]([N:17]1[CH2:18][CH:19]2[C:25]([CH3:26])([CH3:27])[CH:23]([CH2:22][N:21]([S:9]([C:4]3[CH:5]=[CH:6][C:7]([Cl:8])=[C:2]([Cl:1])[CH:3]=3)(=[O:11])=[O:10])[CH2:20]2)[CH2:24]1)[CH2:14][CH2:15][CH3:16] |f:3.4|. Procedure details: A solution of 2.8 g (=0.0114 mol) 3,4-dichlorobenzene sulfonic acid chloride in 20 ml dichloromethane was added dropwise with ice cooling to a solution of 2.4 g (=0.0114 mol) 7-(n-butyl)-9,9-dimethyl-3,7-diazabicyclo[3,3,1]nonane (=substance No. C1 in the following Table C) in 40 ml dichloromethane. Then the ice bath was removed and the reaction mixture stirred further for 3 hours at room temperature. The hydrochloride of the title compound thereby precipitated as a white precipitate. In order t...